Dataset: the Open Reaction Database (ORD), a public repository of structured organic reaction records. Task: describe an organic reaction: reactants, conditions, products, and yield The reactants are Cc1nc(-c2ccc(C(F)(F)F)cc2)ncc1CO, ClCCl, O=S(Cl)Cl. Yields the product Cc1nc(-c2ccc(C(F)(F)F)cc2)ncc1CCl. RXN SMILES: [CH3:1][c:2]1[n:3][c:4](-[c:10]2[cH:11][cH:12][c:13]([C:16]([F:17])([F:18])[F:19])[cH:14][cH:15]2)[n:5][cH:6][c:7]1[CH2:8][OH:9].[Cl:24][CH2:25][Cl:26].[S:20]([Cl:21])([Cl:22])=[O:23]>>[CH3:1][c:2]1[n:3][c:4](-[c:10]2[cH:11][cH:12][c:13]([C:16]([F:17])([F:18])[F:19])[cH:14][cH:15]2)[n:5][cH:6][c:7]1[CH2:8][Cl:22]. Reactants: C[O-].[Na+] (sodium methoxide), ClC=1C=CC(=NC1)N (5-Chloro-2-aminopyridine), C(C)(C)(C)OC(=O)C1=CC(=C(C(=O)O)C=C1)[N+](=O)[O-] (4-(t-Butoxycarbonyl)-2-nitrobenzoic acid), C1(=CC=CC=C1)C (toluene). Solvent: CO (methanol), C(Cl)(Cl)Cl (chloroform), N1=CC=CC=C1 (pyridine), O1CCCC1 (tetrahydrofuran). Conditions: time 3 hour. Product: ClC=1C=CC(=NC1)NC(=O)C1=C(C=C(C(=O)OC(C)(C)C)C=C1)[N+](=O)[O-] (t-butyl 4-{[(5-chloropyridin-2-yl)amino]carbonyl}-3-nitrobenzoate). Isolated yield 56.9%. RXN SMILES: [C:1]([O:5][C:6]([C:8]1[CH:16]=[CH:15][C:11]([C:12]([OH:14])=O)=[C:10]([N+:17]([O-:19])=[O:18])[CH:9]=1)=[O:7])([CH3:4])([CH3:3])[CH3:2].C[O-].[Na+].C1(C)C=CC=CC=1.[Cl:30][C:31]1[CH:32]=[CH:33][C:34]([NH2:37])=[N:35][CH:36]=1>O1CCCC1.CO.C(Cl)(Cl)Cl.N1C=CC=CC=1>[Cl:30][C:31]1[CH:32]=[CH:33][C:34]([NH:37][C:12]([C:11]2[CH:15]=[CH:16][C:8]([C:6]([O:5][C:1]([CH3:2])([CH3:3])[CH3:4])=[O:7])=[CH:9][C:10]=2[N+:17]([O-:19])=[O:18])=[O:14])=[N:35][CH:36]=1 |f:1.2|. Procedure: 4-(t-Butoxycarbonyl)-2-nitrobenzoic acid (1.0 g) is dissolved in tetrahydrofuran (50 ml), and thereto is added 28% sodium methoxide in methanol (0.72 g). After pouring toluene, the mixture is concentrated under reduced pressure. The resulting residue is suspended in chloroform (50 ml), and thereto are added oxalyl chloride (489 μl) and N,N-dimethylformamide (2 drops) followed by stirring at room temperature for 3 hours. The reaction solution is concentrated under reduced pressure, and chloroform... Starting materials: BrC1=CC(=C(N1CC1CCCCC1)C)S(=O)(=O)NC1CC1 (5-Bromo-1-(cyclohexylmethyl)-N-cyclopropyl-2-methyl-1H-pyrrole-3-sulfonamide), C(C)(C)(C)C=1C=C(C=C(C1)C(C)(C)C)B(O)O ((3,5-di-tert-butylphenyl)boronic acid), C(=O)([O-])[O-].[K+].[K+] (K2CO3). The reagents and catalysts are C1=CC=C(C=C1)P([C-]2C=CC=C2)C3=CC=CC=C3.C1=CC=C(C=C1)P([C-]2C=CC=C2)C3=CC=CC=C3.Cl[Pd]Cl.[Fe+2] (Pd(dppf)Cl2). The solvent is CN(C)C=O (DMF). The product is C1(CCCCC1)CN1C(=C(C=C1C1=CC(=CC(=C1)C(C)(C)C)C(C)(C)C)S(=O)(=O)NC1CC1)C (1-(Cyclohexylmethyl)-N-cyclopropyl-5-(3,5-di-tert-butylphenyl)-2-methyl-1H-pyrrole-3-sulfonamide). The yield is 9.0%. Reaction SMILES: Br[C:2]1[N:6]([CH2:7][CH:8]2[CH2:13][CH2:12][CH2:11][CH2:10][CH2:9]2)[C:5]([CH3:14])=[C:4]([S:15]([NH:18][CH:19]2[CH2:21][CH2:20]2)(=[O:17])=[O:16])[CH:3]=1.[C:22]([C:26]1[CH:27]=[C:28](B(O)O)[CH:29]=[C:30]([C:32]([CH3:35])([CH3:34])[CH3:33])[CH:31]=1)([CH3:25])([CH3:24])[CH3:23].C([O-])([O-])=O.[K+].[K+]>CN(C=O)C.C1C=CC(P(C2C=CC=CC=2)[C-]2C=CC=C2)=CC=1.C1C=CC(P(C2C=CC=CC=2)[C-]2C=CC=C2)=CC=1.Cl[Pd]Cl.[Fe+2]>[CH:8]1([CH2:7][N:6]2[C:2]([C:28]3[CH:27]=[C:26]([C:22]([CH3:24])([CH3:23])[CH3:25])[CH:31]=[C:30]([C:32]([CH3:35])([CH3:34])[CH3:33])[CH:29]=3)=[CH:3][C:4]([S:15]([NH:18][CH:19]3[CH2:21][CH2:20]3)(=[O:17])=[O:16])=[C:5]2[CH3:14])[CH2:13][CH2:12][CH2:11][CH2:10][CH2:9]1 |f:2.3.4,6.7.8.9|. Reported procedure: The solution of compound 3d (600 mg, 1.60 mmol), (3,5-di-tert-butylphenyl)boronic acid (700 mg, 3.00 mmol), Pd(dppf)Cl2 (80 mg) and K2CO3 (483 mg, 3.50 mmol) in DMF (30 mL) was heated at 120° C. under N2 for 16 h. The resulting solution was concentrated, diluted with water and extracted with EA twice. The combined organic layers were washed with water (3×) and brine (3×) consecutively, dried over Na2SO4, filtered, concentrated and purified by CC (PE/EA=10/1) to give compound 3 (70 mg, 10%) as a ... The reactants are N1=CC(=CC=C1)C1=CC(CCC1)=O (3-(3-pyridyl)-2-cyclohexen-1-one), ice water, [BH4-].[Na+] (NaBH4). Reagents/catalysts: [Pd] (Pd/C). Run in CCO (EtOH), CO (MeOH). Reaction conditions: time 16 hour. Yields the product N1=CC(=CC=C1)[C@@H]1C[C@H](CCC1)O (trans-3-(3-pyridyl)cyclohexanol). Isolated yield 21.5%. As a reaction SMILES: [N:1]1[CH:6]=[CH:5][CH:4]=[C:3]([C:7]2[CH2:12][CH2:11][CH2:10][C:9](=[O:13])[CH:8]=2)[CH:2]=1.[BH4-].[Na+]>CCO.CO.[Pd]>[N:1]1[CH:6]=[CH:5][CH:4]=[C:3]([C@H:7]2[CH2:12][CH2:11][CH2:10][C@H:9]([OH:13])[CH2:8]2)[CH:2]=1 |f:1.2|. Procedure details: A mixture of 3-(3-pyridyl)-2-cyclohexen-1-one (19.1 g, 110 mmol) and 10% Pd/C (1.91 g) in EtOH (300 mL) was stirred under hydrogen atmosphere for 16 h. The catalyst was removed by filtration over Celite and the filtrate was concentrated in vacuo. To a solution of crude product in MeOH (360 ml) was added portionwise NaBH4 (2.08 g. 55.0 mmol) at 3° C., and stirred for 30 min at same temperature. The reaction mixture was poured into ice-water and then extracted with AcOEt. The organic layer was dri... Reactants: ClC=1C=CC(=C(C(=O)OC)C1)NC1CCCCC1 (Methyl 5-chloro-2-(cyclohexylamino)benzoate), [OH-].[Na+] (sodium hydroxide). The solvent is C(C)O (ethanol). Run at temperature 70 celsius. The product is ClC=1C=CC(=C(C(=O)O)C1)NC1CCCCC1 (5-chloro-2-(cyclohexylamino)benzoic acid). Reaction SMILES: [Cl:1][C:2]1[CH:3]=[CH:4][C:5]([NH:12][CH:13]2[CH2:18][CH2:17][CH2:16][CH2:15][CH2:14]2)=[C:6]([CH:11]=1)[C:7]([O:9]C)=[O:8].[OH-].[Na+]>C(O)C>[Cl:1][C:2]1[CH:3]=[CH:4][C:5]([NH:12][CH:13]2[CH2:14][CH2:15][CH2:16][CH2:17][CH2:18]2)=[C:6]([CH:11]=1)[C:7]([OH:9])=[O:8] |f:1.2|. Procedure: Methyl 5-chloro-2-(cyclohexylamino)benzoate was dissolved in ethanol, a 1 M sodium hydroxide aqueous solution was added, followed by stirring at 70° C. By post-treating the reaction liquid, 5-chloro-2-(cyclohexylamino)benzoic acid was obtained. The product is CCCP(=O)(CCC)c1ccc(Nc2nc(C(C)C)nc3c2ncn3C2CCCCO2)cc1. RXN SMILES: [CH2:5]([CH2:6][CH3:7])[P:8](=[O:9])([CH2:10][CH2:11][CH3:12])[c:13]1[cH:14][cH:15][c:16]([NH:19][c:20]2[c:21]3[n:22][cH:23][n:24]([CH:30]4[O:31][CH2:32][CH2:33][CH2:34][CH2:35]4)[c:25]3[n:26][c:27]([I:29])[n:28]2)[cH:17][cH:18]1.[CH:1]([CH3:2])([CH3:3])[I:4].[O:37]=[CH:38][N:39]([CH3:40])[CH3:41].[OH2:36].[Pd:43]([Cl:44])[Cl:45].[Zn:42].[c:46]1([P:47]([c:48]2[cH:49][cH:50][cH:51][cH:52][cH:53]2)[c:54]2[cH:55][cH:56][cH:57][cH:58][cH:59]2)[cH:60][cH:61][cH:62][cH:63][cH:64]1.[c:65]1([P:66]([c:67]2[cH:68][cH:69][cH:70][cH:71][cH:72]2)[c:73]2[cH:74][cH:75][cH:76][cH:77][cH:78]2)[cH:79][cH:80][cH:81][cH:82][cH:83]1>>[CH:1]([CH3:2])([CH3:3])[c:27]1[n:26][c:25]2[c:21]([c:20]([NH:19][c:16]3[cH:15][cH:14][c:13]([P:8]([CH2:5][CH2:6][CH3:7])(=[O:9])[CH2:10][CH2:11][CH3:12])[cH:18][cH:17]3)[n:28]1)[n:22][cH:23][n:24]2[CH:30]1[O:31][CH2:32][CH2:33][CH2:34][CH2:35]1. Starting materials: CCCP(=O)(CCC)c1ccc(Nc2nc(I)nc3c2ncn3C2CCCCO2)cc1, CC(C)I, CN(C)C=O, O, Cl[Pd]Cl, [Zn], c1ccc(P(c2ccccc2)c2ccccc2)cc1, c1ccc(P(c2ccccc2)c2ccccc2)cc1. Reactants: N1C=NC=2C(=NC=3C=CC=CC3C21)O (1H-imidazo[4,5-c]quinolin-4-ol), [OH-].[NH4+] (ammonium hydroxide), P(=O)(Cl)(Cl)Cl (phosphorus oxychloride). The solvent is CN(C=O)C (N,N-dimethylformamide). Yields the product ClC1=NC=2C=CC=CC2C2=C1N=CN2 (4-chloro-1H-imidazo[4,5-c]quinoline), product. As a reaction SMILES: [NH:1]1[C:13]2[C:12]3[CH:11]=[CH:10][CH:9]=[CH:8][C:7]=3[N:6]=[C:5](O)[C:4]=2[N:3]=[CH:2]1.P(Cl)(Cl)([Cl:17])=O.[OH-].[NH4+]>CN(C)C=O>[Cl:17][C:5]1[C:4]2[N:3]=[CH:2][NH:1][C:13]=2[C:12]2[CH:11]=[CH:10][CH:9]=[CH:8][C:7]=2[N:6]=1 |f:2.3|. Reported procedure: To a mixture of 7.7 g (0.0416 mole) of 1H-imidazo[4,5-c]quinolin-4-ol and 50 mL of N,N-dimethylformamide was added in small portions 12 mL (0.13 mole) of phosphorus oxychloride. The mixture was heated on a steam bath for 1.5 hour, poured onto ice and basified with concentrated ammonium hydroxide. The solid precipitate was separated by filtration, washed with water and dried to provide 4-chloro-1H-imidazo[4,5-c]quinoline as a tan powder corresponding to the product of Example 30.